This data is from the Open Reaction Database (ORD), a public repository of structured organic reaction records. The task is: describe an organic reaction: reactants, conditions, products, and yield The reactants are NC=1SC(=C(N1)C)C=1C=C(C(=NC1)Cl)NS(=O)(=O)C1=CC=CC=C1 (N-[5-(2-amino-4-methyl-1,3-thiazol-5-yl)-2-chloropyridin-3-yl]benzenesulfonamide), COCC(=O)Cl (2-methoxyacetyl chloride). Yields the product C1(=CC=CC=C1)S(=O)(=O)NC=1C=C(C=NC1Cl)C1=C(N=C(S1)NC(COC)=O)C (N-[5-(5-Benzenesulfonylamino-6-chloropyridin-3-yl)-4-methyl-1,3-thiazol-2-yl]-2-methoxyacetamide). As a reaction SMILES: [NH2:1][C:2]1[S:3][C:4]([C:8]2[CH:9]=[C:10]([NH:15][S:16]([C:19]3[CH:24]=[CH:23][CH:22]=[CH:21][CH:20]=3)(=[O:18])=[O:17])[C:11]([Cl:14])=[N:12][CH:13]=2)=[C:5]([CH3:7])[N:6]=1.[CH3:25][O:26][CH2:27][C:28](Cl)=[O:29]>>[C:19]1([S:16]([NH:15][C:10]2[CH:9]=[C:8]([C:4]3[S:3][C:2]([NH:1][C:28](=[O:29])[CH2:27][O:26][CH3:25])=[N:6][C:5]=3[CH3:7])[CH:13]=[N:12][C:11]=2[Cl:14])(=[O:18])=[O:17])[CH:20]=[CH:21][CH:22]=[CH:23][CH:24]=1. Procedure: Using an analogous method to that described in Example 51, N-[5-(2-amino-4-methyl-1,3-thiazol-5-yl)-2-chloropyridin-3-yl]benzenesulfonamide was reacted with 2-methoxyacetyl chloride. The reaction product was purified by preparative HPLC (Method A) to give the title product (retention time 7.0 minutes); 1H NMR Spectrum: (DMSOd6+D2O) 8.59 (1H, d); 8.14 (1H, d); 8.03 (2H, d); 7.83 (1H, t); 7.70 (2H, t); 4.01 (1H, d); 3.72 (1H, d); 3.18 (3H, s); 2.27 (3H, s); Mass Spectrum: M+H+ 453. Starting materials: [BH4-], CC(C)(C)c1ccc(C=O)cc1, O=C([O-])[O-], CO, NCCc1ccc(Cl)c(C(F)(F)F)c1, Cl, Cl, [K+], [K+], [Na+]. The product is CC(C)(C)c1ccc(CNCCc2ccc(Cl)c(C(F)(F)F)c2)cc1. As a reaction SMILES: [BH4-:34].[C:1]([CH3:2])([CH3:3])([CH3:4])[c:5]1[cH:6][cH:7][c:8]([CH:9]=[O:10])[cH:11][cH:12]1.[C:28](=[O:29])([O-:30])[O-:31].[CH3:37][OH:38].[Cl:14][c:15]1[c:16]([C:24]([F:25])([F:26])[F:27])[cH:17][c:18]([CH2:21][CH2:22][NH2:23])[cH:19][cH:20]1.[ClH:13].[ClH:36].[K+:32].[K+:33].[Na+:35]>>[C:1]([CH3:2])([CH3:3])([CH3:4])[c:5]1[cH:6][cH:7][c:8]([CH2:9][NH:23][CH2:22][CH2:21][c:18]2[cH:17][c:16]([C:24]([F:25])([F:26])[F:27])[c:15]([Cl:14])[cH:20][cH:19]2)[cH:11][cH:12]1. Starting materials: BrC1CC1, O=C([O-])[O-], CCOC(C)=O, CN(C)C=O, [Cs+], [Cs+], O, CCCc1nc(C)n(-c2ccc(O)cc2)c(=O)c1Cc1ccc(-c2ccccc2C#N)cc1. The product is CCCc1nc(C)n(-c2ccc(OC3CC3)cc2)c(=O)c1Cc1ccc(-c2ccccc2C#N)cc1. RXN SMILES: [Br:34][CH:35]1[CH2:36][CH2:37]1.[C:38](=[O:39])([O-:40])[O-:41].[CH3:44][CH2:45][O:46][C:47](=[O:48])[CH3:49].[CH3:50][N:51]([CH3:52])[CH:53]=[O:54].[Cs+:42].[Cs+:43].[OH2:55].[OH:1][c:2]1[cH:3][cH:4][c:5](-[n:8]2[c:9]([CH3:33])[n:10][c:11]([CH2:30][CH2:31][CH3:32])[c:12]([CH2:15][c:16]3[cH:17][cH:18][c:19](-[c:22]4[c:23]([C:28]#[N:29])[cH:24][cH:25][cH:26][cH:27]4)[cH:20][cH:21]3)[c:13]2=[O:14])[cH:6][cH:7]1>>[O:1]([c:2]1[cH:3][cH:4][c:5](-[n:8]2[c:9]([CH3:33])[n:10][c:11]([CH2:30][CH2:31][CH3:32])[c:12]([CH2:15][c:16]3[cH:17][cH:18][c:19](-[c:22]4[c:23]([C:28]#[N:29])[cH:24][cH:25][cH:26][cH:27]4)[cH:20][cH:21]3)[c:13]2=[O:14])[cH:6][cH:7]1)[CH:35]1[CH2:36][CH2:37]1. Reactants: C(C)(C)(C)OC(=O)NCCCCCN1CC2=CN=C3C=CC=C(C1=O)N32 (4,5-dihydro-4[5-(tert-butoxycarbonylamino)pentan-1-yl]-3H-1,4,8b-triazaacenaphthylen-5-one), Cl (HCl). As a reaction SMILES: C(OC([NH:8][CH2:9][CH2:10][CH2:11][CH2:12][CH2:13][N:14]1[C:24](=[O:25])[C:23]2[N:26]3[C:16](=[CH:17][N:18]=[C:19]3[CH:20]=[CH:21][CH:22]=2)[CH2:15]1)=O)(C)(C)C.[ClH:27]>C(O)C>[ClH:27].[ClH:27].[NH2:8][CH2:9][CH2:10][CH2:11][CH2:12][CH2:13][N:14]1[C:24](=[O:25])[C:23]2[N:26]3[C:16](=[CH:17][N:18]=[C:19]3[CH:20]=[CH:21][CH:22]=2)[CH2:15]1 |f:3.4.5|. Reported procedure: To a solution of 2.24 g (6.25 mmol) of 4,5-dihydro-4[5-(tert-butoxycarbonylamino)pentan-1-yl]-3H-1,4,8b-triazaacenaphthylen-5-one in 20 ml of ethanol was added 20 ml of conc. HCl. The mixture was stirred for 1.5 hour at room temperature. The solvent was distilled off to leave 2.05 g of the desired compound (quant. a pale brown solid). This product was used in the subsequent reaction without further purification. NMR(200 MHz,D2O)δ: 1.28-1.90(6H,m), 2.94(2H,t,J=7.2 Hz), 3.60(2H,t,J=7.2 Hz), 5.16(2... Run at time 1.5 hour. Product: Cl.Cl.NCCCCCN1CC2=CN=C3C=CC=C(C1=O)N32 (4,5-dihydro-4[5-(amino)pentan-1-yl]-3H-1,4,8b-triazaacenaphthylen-5-one-dihydrochloride). Solvent: C(C)O (ethanol).